describe an organic reaction: reactants, conditions, products, and yield From a dataset of the Open Reaction Database (ORD), a public repository of structured organic reaction records. The reactants are [Br-], CCOCC, C[Mg+], CC(=O)c1cccnc1C. Yields the product Cc1ncccc1C(C)(C)O. RXN SMILES: [Br-:1].[CH3:14][CH2:15][O:16][CH2:17][CH3:18].[CH3:2][Mg+:3].[CH3:4][c:5]1[n:6][cH:7][cH:8][cH:9][c:10]1[C:11]([CH3:12])=[O:13]>>[CH3:2][C:11]([c:10]1[c:5]([CH3:4])[n:6][cH:7][cH:8][cH:9]1)([CH3:12])[OH:13]. Starting materials: [H-].[Na+] (NaH), CC(CO)C (2-methyl-1-propanol), BrC1=CN=C2N1C=C(C(=C2Cl)C#N)C2=C(C=C(C=C2)Cl)Cl (3-bromo-8-chloro-6-(2,4-dichloro-phenyl)-imidazo[1,2-a]pyridine-7-carbonitrile). The solvent is O (water). Run at temperature 70 celsius, time 1 hour. Product: BrC1=CN=C2N1C=C(C(=C2OCC(C)C)C#N)C2=C(C=C(C=C2)Cl)Cl (3-Bromo-6-(2,4-dichloro-phenyl)-8-isobutoxy-imidazo[1,2-a]pyridine-7-carbonitrile). Yield: 63.0%. Reaction SMILES: [H-].[Na+].[CH3:3][CH:4]([CH3:7])[CH2:5][OH:6].[Br:8][C:9]1[N:13]2[CH:14]=[C:15]([C:21]3[CH:26]=[CH:25][C:24]([Cl:27])=[CH:23][C:22]=3[Cl:28])[C:16]([C:19]#[N:20])=[C:17](Cl)[C:12]2=[N:11][CH:10]=1>O>[Br:8][C:9]1[N:13]2[CH:14]=[C:15]([C:21]3[CH:26]=[CH:25][C:24]([Cl:27])=[CH:23][C:22]=3[Cl:28])[C:16]([C:19]#[N:20])=[C:17]([O:6][CH2:5][CH:4]([CH3:7])[CH3:3])[C:12]2=[N:11][CH:10]=1 |f:0.1|. Reported procedure: NaH (60% in mineral oil, 149 mg, 3.7 mmol) was carefully added to 2-methyl-1-propanol (10 mL) at 0° C. (ice bath). The mixture was stirred at RT for 10 min before 3-bromo-8-chloro-6-(2,4-dichloro-phenyl)-imidazo[1,2-a]pyridine-7-carbonitrile (500 mg, 1.25 mmol) was added in one portion. The reaction mixture was heated at 70° C. and stirred for 1 h, then cooled to RT and poured into water (100 mL). The formed slurry was extracted successively with DCM (2×50 mL) and AcOEt (50 mL), and the combined... The reactants are ClC1=CC(=CC=C1)C(=O)OO (m-chloroperbenzoic acid), C1=CC(=CC(=C1)Cl)C(=O)OO (mCPBA), CC1=NCC2(S1)CCN(CC2)C (AF150(S)), [O-2].[Al+3].[O-2].[O-2].[Al+3] (aluminum oxide), IR(CHCl3). The solvent is ClCCl (dichloromethane), ClCCl (dichloromethane). Reaction conditions: time 8 hour. Product: CC=1SC2(CN1)CC[N+](CC2)(C)[O-] (2,8-Dimethyl-1-thia-3,8-diaza-spiro[4.5]dec-2-ene 8-oxide). RXN SMILES: ClC1C=CC=C(C(OO)=[O:9])C=1.[CH3:12][C:13]1[S:17][C:16]2([CH2:22][CH2:21][N:20]([CH3:23])[CH2:19][CH2:18]2)[CH2:15][N:14]=1.[O-2].[Al+3].[O-2].[O-2].[Al+3]>ClCCl>[CH3:12][C:13]1[S:17][C:16]2([CH2:22][CH2:21][N+:20]([O-:9])([CH3:23])[CH2:19][CH2:18]2)[CH2:15][N:14]=1 |f:2.3.4.5.6|. Procedure: A solution of m-chloroperbenzoic acid, mCPBA, (1.40 gr, 8.11 mmol) in dichloromethane (30 ml) was added gradually to a solution of AF150(S) (1.45 gr, 7.88 mmol) in dichloromethane (10 ml). The reaction was stirred at room temperature overnight. Chromatography of the reaction mixture was on a column of natural aluminum oxide (Merck)(metanol:chloroform 1/49) gave AF406 (0.75 gr) as a crystalline solid. A sample was crystallized from ethylacetate. A very hygroscopic solid was obtained. mp. 130–132°... Starting materials: C1CCOC1, CC(C)[Si](OC1CCN(N2CCC(Cc3c(Cl)cc(-c4ccc(C(=O)N5CCOCC5)cc4)cc3Cl)C2=O)CC1)(C(C)C)C(C)C, O=C(O)C(F)(F)F, O. Product: O=C(c1ccc(-c2cc(Cl)c(CC3CCN(N4CCC(O)CC4)C3=O)c(Cl)c2)cc1)N1CCOCC1. RXN SMILES: [CH2:55]1[O:56][CH2:57][CH2:58][CH2:59]1.[Cl:9][c:10]1[cH:11][c:12](-[c:41]2[cH:42][cH:43][c:44]([C:47](=[O:48])[N:49]3[CH2:50][CH2:51][O:52][CH2:53][CH2:54]3)[cH:45][cH:46]2)[cH:13][c:14]([Cl:40])[c:15]1[CH2:16][CH:17]1[C:18](=[O:39])[N:19]([N:22]2[CH2:23][CH2:24][CH:25]([O:28][Si:29]([CH:30]([CH3:31])[CH3:32])([CH:33]([CH3:34])[CH3:35])[CH:36]([CH3:37])[CH3:38])[CH2:26][CH2:27]2)[CH2:20][CH2:21]1.[F:2][C:3]([F:4])([F:5])[C:6]([OH:7])=[O:8].[OH2:1]>>[Cl:9][c:10]1[cH:11][c:12](-[c:41]2[cH:42][cH:43][c:44]([C:47](=[O:48])[N:49]3[CH2:50][CH2:51][O:52][CH2:53][CH2:54]3)[cH:45][cH:46]2)[cH:13][c:14]([Cl:40])[c:15]1[CH2:16][CH:17]1[C:18](=[O:39])[N:19]([N:22]2[CH2:23][CH2:24][CH:25]([OH:28])[CH2:26][CH2:27]2)[CH2:20][CH2:21]1. The reactants are C(=O)C=1C=CC(=C(C1)NC=1SC(=C(N1)C1=CC(=CC=C1)C(F)(F)F)C(=O)N)[N+](=O)[O-] (2-(5-formyl-2-nitro-phenylamino)-4-(3-trifluoromethyl-phenyl)-thiazole-5-carboxylic acid amide), CN1CCNCC1 (1-methyl piperazine), C(C)(=O)O[BH-](OC(C)=O)OC(C)=O.[Na+] (sodium triacetoxyborohydride). The solvent is ClCCl (dichloromethane). Reaction conditions: time 16 hour. Product: CN1CCN(CC1)CC=1C=CC(=C(C1)NC=1SC(=C(N1)C1=CC(=CC=C1)C(F)(F)F)C(=O)N)[N+](=O)[O-] (2-[5-(4-methyl-piperazin-1-ylmethyl)-2-nitro-phenylamino]-4-(3-trifluoromethylphenyl)-thiazole-5-carboxylic acid amide). Yield: 82.7%. Reaction SMILES: [CH:1]([C:3]1[CH:4]=[CH:5][C:6]([N+:28]([O-:30])=[O:29])=[C:7]([NH:9][C:10]2[S:11][C:12]([C:25]([NH2:27])=[O:26])=[C:13]([C:15]3[CH:20]=[CH:19][CH:18]=[C:17]([C:21]([F:24])([F:23])[F:22])[CH:16]=3)[N:14]=2)[CH:8]=1)=O.[CH3:31][N:32]1[CH2:37][CH2:36][NH:35][CH2:34][CH2:33]1.C(O[BH-](OC(=O)C)OC(=O)C)(=O)C.[Na+]>ClCCl>[CH3:31][N:32]1[CH2:37][CH2:36][N:35]([CH2:1][C:3]2[CH:4]=[CH:5][C:6]([N+:28]([O-:30])=[O:29])=[C:7]([NH:9][C:10]3[S:11][C:12]([C:25]([NH2:27])=[O:26])=[C:13]([C:15]4[CH:20]=[CH:19][CH:18]=[C:17]([C:21]([F:23])([F:22])[F:24])[CH:16]=4)[N:14]=3)[CH:8]=2)[CH2:34][CH2:33]1 |f:2.3|. Procedure: A mixture of 0.1289 g (0.295 mmole) of 2-(5-formyl-2-nitro-phenylamino)-4-(3-trifluoromethyl-phenyl)-thiazole-5-carboxylic acid amide (VI.48b), 6.5 mL of dichloromethane, 0.1 mL (0.892 mmole) of 1-methyl piperazine and 0.3321 g (1.489 mmole) of sodium triacetoxyborohydride was stirred for 16 hours. The mixture was quenched by the addition of 1 mL of saturated ammonium chloride, 1 mL of water and 5 mL of dichloromethane, followed by the addition of 10 mL of saturated sodium bicarbonate solution a... Reactants: N1CC=C(CC1)C1=CC=C(C=C1)N1C(O[C@H](C1)CNC(C)=O)=O (N-((5S)-3-(4-(1,2,5,6-tetrahydropyrid-4-yl)phenyl)-2-oxooxazolidin-5-ylmethyl)acetamide), ClC1=NC=CC=N1 (2-chloropyrimidine). Product: N1=C(N=CC=C1)N1CC=C(CC1)C1=CC=C(C=C1)N1C(O[C@H](C1)CNC(C)=O)=O (N-((5S)-3-(4-(1-{Pyrimid-2-yl}-1,2,5,6-tetrahydropyrid-4-yl)phenyl)-2-oxooxazolidin-5-ylmethyl)acetamide). As a reaction SMILES: [NH:1]1[CH2:6][CH2:5][C:4]([C:7]2[CH:12]=[CH:11][C:10]([N:13]3[CH2:17][C@H:16]([CH2:18][NH:19][C:20](=[O:22])[CH3:21])[O:15][C:14]3=[O:23])=[CH:9][CH:8]=2)=[CH:3][CH2:2]1.Cl[C:25]1[N:30]=[CH:29][CH:28]=[CH:27][N:26]=1>>[N:26]1[CH:27]=[CH:28][CH:29]=[N:30][C:25]=1[N:1]1[CH2:6][CH2:5][C:4]([C:7]2[CH:12]=[CH:11][C:10]([N:13]3[CH2:17][C@H:16]([CH2:18][NH:19][C:20](=[O:22])[CH3:21])[O:15][C:14]3=[O:23])=[CH:9][CH:8]=2)=[CH:3][CH2:2]1. Procedure: Using an analogous procedure to that described in Example 25, the TFA salt of Example 2 was reacted on a 1.5 mM scale with 2-chloropyrimidine, to give the title compound. Yield=220 mg, 36%. Reactants: CC(C)(C)OC(=O)Nc1ccc(O)c(C(=O)O)c1, CN(C)C=O, O, Cc1ccc(S(=O)(=O)OCCCCO[N+](=O)[O-])cc1. Product: CC(C)(C)OC(=O)Nc1ccc(O)c(C(=O)OCCCCO[N+](=O)[O-])c1. RXN SMILES: [C:6]([CH3:7])([CH3:8])([CH3:9])[O:10][C:11](=[O:12])[NH:13][c:14]1[cH:15][cH:16][c:17]([OH:23])[c:18]([C:19](=[O:20])[OH:21])[cH:22]1.[O:1]=[CH:2][N:3]([CH3:4])[CH3:5].[OH2:43].[c:24]1([CH3:25])[cH:26][cH:27][c:28]([S:29]([O:30][CH2:34][CH2:35][CH2:36][CH2:37][O:38][N+:39](=[O:40])[O-:41])(=[O:31])=[O:32])[cH:33][cH:42]1>>[C:6]([CH3:7])([CH3:8])([CH3:9])[O:10][C:11](=[O:12])[NH:13][c:14]1[cH:15][cH:16][c:17]([OH:23])[c:18]([C:19]([O:20][CH2:34][CH2:35][CH2:36][CH2:37][O:38][N+:39](=[O:40])[O-:41])=[O:21])[cH:22]1. Starting materials: ClC=1C=C(N)C=C(C1F)C(F)(F)F (3-chloro-4-fluoro-5-trifluoromethylaniline), N(=O)[O-].[Na+] (sodium nitrite), [I-].[K+] (potassium iodide). Run in Cl (hydrochloric acid), O (water), O (water). Run at time 30 minute. The product is ClC=1C(=C(C=C(C1)I)C(F)(F)F)F (3-chloro-2-fluoro-5-iodobenzotrifluoride). The yield is 44.4%. As a reaction SMILES: [Cl:1][C:2]1[CH:3]=[C:4]([CH:6]=[C:7]([C:10]([F:13])([F:12])[F:11])[C:8]=1[F:9])N.N([O-])=O.[Na+].[I-:18].[K+]>Cl.O>[Cl:1][C:2]1[C:8]([F:9])=[C:7]([C:10]([F:13])([F:12])[F:11])[CH:6]=[C:4]([I:18])[CH:3]=1 |f:1.2,3.4|. Procedure: In 300 mL of 6N hydrochloric acid, 4.00 g of 3-chloro-4-fluoro-5-trifluoromethylaniline was added, and stirred at room temperature for 30 minutes. In the mixture, a solution of 1.42 g of sodium nitrite in 5 mL of water was added dropwise at such a rate that internal temperature would not exceed 5° C. After the completion of the addition dropwise, it was continued to stir at the same temperature further for 1 hour. In the reaction mixture, a solution of 4.70 g of potassium iodide in 15 mL of wate...